Dataset: the Open Reaction Database (ORD), a public repository of structured organic reaction records. Task: describe an organic reaction: reactants, conditions, products, and yield The reactants are (±)-BINAP, CC1C(C(CC1)=CN(C1=CC=CC=C1)C)=O (2-methyl-5-(N-methyl-anilinomethylene)-cyclopentanone), C(C)(C)(C)C1=CC=C(C=C1)Br (4-t-Butylbromobenzene), CC(C)([O-])C.[Na+] (sodium t-butoxide). Reagents/catalysts: C(C)(=O)[O-].[Pd+2].C(C)(=O)[O-] (palladium acetate). The solvent is C1(=CC=CC=C1)C (Toluene). Reaction conditions: temperature 40 celsius, time 1 minute. Product: C(C)(C)(C)C1=CC=C(C=C1)C1(C(C(CC1)=CN(C1=CC=CC=C1)C)=O)C (2-(4-t-butylphenyl)-2-methyl-5-(N-methyl-anilinomethylene)-cyclopentanone). The yield is 66.8%. As a reaction SMILES: [CH3:1][CH:2]1[CH2:6][CH2:5][C:4](=[CH:7][N:8]([CH3:15])[C:9]2[CH:14]=[CH:13][CH:12]=[CH:11][CH:10]=2)[C:3]1=[O:16].[C:17]([C:21]1[CH:26]=[CH:25][C:24](Br)=[CH:23][CH:22]=1)([CH3:20])([CH3:19])[CH3:18].CC(C)([O-])C.[Na+]>C([O-])(=O)C.[Pd+2].C([O-])(=O)C.C1(C)C=CC=CC=1>[C:17]([C:21]1[CH:26]=[CH:25][C:24]([C:2]2([CH3:1])[CH2:6][CH2:5][C:4](=[CH:7][N:8]([CH3:15])[C:9]3[CH:14]=[CH:13][CH:12]=[CH:11][CH:10]=3)[C:3]2=[O:16])=[CH:23][CH:22]=1)([CH3:20])([CH3:19])[CH3:18] |f:2.3,4.5.6|. Reported procedure: An oven dried Schlenk tube equipped with a rubber septum was cooled under an argon urge. The septum was removed and the tube was charged with palladium acetate (5.6 mg, 0.025 mmol, 5 mol % Pd), (±)-BINAP (23.3 mg, 0.0375 mmol, 7.5 mol %) and 2-methyl-5-(N-methyl-anilinomethylene)-cyclopentanone (108 mg, 0.5 mmol). Toluene (2 mL) was added and the mixture was stirred for 1 min at 40° C. 4-t-Butylbromobenzene (0.17 mL, 1.0 mmol) and sodium t-butoxide (96 mg, 1.0 mmol) were added to the tube, the t... Reactants: ClC=1C(=C(C=CC1)S(=O)(=O)Cl)C (3-chloro-2-methylbenzenesulphonyl chloride), N1=CC=CC=C1 (pyridine), C(=O)(O)[O-].[Na+] (NaHCO3), NC=1C=CC2=C(C(=CO2)C)C1 (5-amino-3-methyl-benzofuran). Run in ClCCl (dichloromethane). Run at time 5 minute. The product is ClC=1C(=C(C=CC1)S(=O)(=O)NC=1C=CC2=C(C(=CO2)C)C1)C (3-chloro-2-methyl-N-(3-methyl-benzofuran-5-yl)-benzenesulfonamide). Yield: 87.7%. Reaction SMILES: [Cl:1][C:2]1[C:3]([CH3:12])=[C:4]([S:8](Cl)(=[O:10])=[O:9])[CH:5]=[CH:6][CH:7]=1.N1C=CC=CC=1.[NH2:19][C:20]1[CH:21]=[CH:22][C:23]2[O:27][CH:26]=[C:25]([CH3:28])[C:24]=2[CH:29]=1.C([O-])(O)=O.[Na+]>ClCCl>[Cl:1][C:2]1[C:3]([CH3:12])=[C:4]([S:8]([NH:19][C:20]2[CH:21]=[CH:22][C:23]3[O:27][CH:26]=[C:25]([CH3:28])[C:24]=3[CH:29]=2)(=[O:10])=[O:9])[CH:5]=[CH:6][CH:7]=1 |f:3.4|. Reported procedure: To a solution of 3-chloro-2-methylbenzenesulphonyl chloride (128 mg, 0.571 mmol) in dichloromethane (3 mL) was added pyridine (110 μL, 1.36 mmol) and the mixture was stirred under N2 for 5 min, after which time 5-amino-3-methyl-benzofuran (80 mg, 0.54 mmol) was added. The resulting mixture was stirred for 2 h at room temperature, then saturated NaHCO3 solution (8 mL) was added and the mixture was extracted into ethyl acetate (15 mL). The organic phase was washed with brine, dried (Na2SO4), filte...